From a dataset of the Open Reaction Database (ORD), a public repository of structured organic reaction records. describe an organic reaction: reactants, conditions, products, and yield Starting materials: [Si](C)(C)(C(C)(C)C)OCCNS(=O)(=O)C1=CC=C(C=C1)C1=CN=C(C=2N1C=C(N2)\C=C\C2=NC1=CC=CC=C1C=C2)N2CCOCC2 ((E)-N-(2-((tert-Butyldimethylsilyl)oxy)ethyl)-4-(8-morpholino-2-(2-(quinolin-2-yl)vinyl)imidazo[1,2-a]pyrazin-5-yl)benzenesulfonamide), CCCC[N+](CCCC)(CCCC)CCCC.[F-] (TBAF). Solvent: diethyl ether hexanes, C1CCOC1 (THF). Conditions: time 2 hour. The product is OCCNS(=O)(=O)C1=CC=C(C=C1)C1=CN=C(C=2N1C=C(N2)\C=C\C2=NC1=CC=CC=C1C=C2)N2CCOCC2 ((E)-N-(2-Hydroxyethyl)-4-(8-morpholino-2-(2-(quinolin-2-yl)vinyl)imidazo[1,2-a]pyrazin-5-yl)benzenesulfonamide). Reaction SMILES: [Si]([O:8][CH2:9][CH2:10][NH:11][S:12]([C:15]1[CH:20]=[CH:19][C:18]([C:21]2[N:26]3[CH:27]=[C:28](/[CH:30]=[CH:31]/[C:32]4[CH:41]=[CH:40][C:39]5[C:34](=[CH:35][CH:36]=[CH:37][CH:38]=5)[N:33]=4)[N:29]=[C:25]3[C:24]([N:42]3[CH2:47][CH2:46][O:45][CH2:44][CH2:43]3)=[N:23][CH:22]=2)=[CH:17][CH:16]=1)(=[O:14])=[O:13])(C(C)(C)C)(C)C.CCCC[N+](CCCC)(CCCC)CCCC.[F-]>C1COCC1>[OH:8][CH2:9][CH2:10][NH:11][S:12]([C:15]1[CH:20]=[CH:19][C:18]([C:21]2[N:26]3[CH:27]=[C:28](/[CH:30]=[CH:31]/[C:32]4[CH:41]=[CH:40][C:39]5[C:34](=[CH:35][CH:36]=[CH:37][CH:38]=5)[N:33]=4)[N:29]=[C:25]3[C:24]([N:42]3[CH2:47][CH2:46][O:45][CH2:44][CH2:43]3)=[N:23][CH:22]=2)=[CH:17][CH:16]=1)(=[O:13])=[O:14] |f:1.2|. Procedure details: To a solution of compound 33a (135 mg, 0.201 mmol) in THF (5 mL), TBAF (112 mg, 0.402 mmol) was added. The resulting mixture was stirred at rt for 2 h and concentrated. The residue was purified by flash column chromatography on silica gel (EtOAc/hexanes, 0-100%). The solid obtained was suspended in 50% diethyl ether/hexanes, sonicated, and collected by filtration to obtain the title compound 73. 1H-NMR (400 MHz, DMSO-d6) δ (ppm): 7.48-7.52 (m, 2H), 7.06-7.13 (m, 6H), 6.99-7.04 (m, 2H), 6.87-6.92... Starting materials: C(=O)(C(=O)OCC)NC1=C(C=C(C2=CC=CC=C12)[N+](=O)[O-])NC(=O)C(=O)OCC (1,2-diethoxalylamino-4-nitronapthalene). The solvent is Cl (hydrochloric acid). Reaction conditions: time 3 hour. The product is OC=1C(=NC=2C=C(C3=C(C2N1)C=CC=C3)[N+](=O)[O-])O (2,3-Dihydroxy-6-nitrobenzo(f)quinoxaline). RXN SMILES: [C:1]([NH:8][C:9]1[C:18]2[C:13](=[CH:14][CH:15]=[CH:16][CH:17]=2)[C:12]([N+:19]([O-:21])=[O:20])=[CH:11][C:10]=1[NH:22][C:23](C(OCC)=O)=[O:24])(C(OCC)=O)=[O:2]>Cl>[OH:2][C:1]1[C:23]([OH:24])=[N:22][C:10]2[CH:11]=[C:12]([N+:19]([O-:21])=[O:20])[C:13]3[CH:14]=[CH:15][CH:16]=[CH:17][C:18]=3[C:9]=2[N:8]=1. Reported procedure: A suspension of 1,2-diethoxalylamino-4-nitronapthalene (3.0 g, 7.4 mmol) in 100 ml of 4M hydrochloric acid was refluxed with stirring for 3 h. The mixture was cooled, and the product was isolated by filtration and washed wi water, ethanol and ether. Yield 1.8 g (94%), m.p. >300° C., IR (KBr): 1710 cm-1,1H-NMR (DMSO-d6 ): 7.47-7.83 (m, 2H, ArH), 8.21 (s, 1H,H-5), 8.33-8.73 (m, 2H, ArH), 12.25 (s, 1H,0H), 12,40 (s,1H,0H). Starting materials: OS(=O)(=O)O.O=S(=O)=O (oleum), S(O)(O)(=O)=O (sulphuric acid), crude product, [N-]=[N+]=[N-].[Na+] (sodium azide), [N+](=O)([O-])C=1C(=C(C(=O)O)C=C(C1)[N+](=O)[O-])C (3,5-dinitro-2-methylbenzoic acid). The solvent is C(Cl)(Cl)Cl (Chloroform), C(C)(=O)OCC (ethyl acetate). Run at temperature 45 celsius. Yields the product [N+](=O)([O-])C=1C(=C(N)C=C(C1)[N+](=O)[O-])C (3,5-dinitro-2-methylaniline). Isolated yield 86.0%. As a reaction SMILES: OS(O)(=O)=O.O=S(=O)=O.S(=O)(=O)(O)O.[N+:15]([C:18]1[C:19]([CH3:30])=[C:20]([CH:24]=[C:25]([N+:27]([O-:29])=[O:28])[CH:26]=1)C(O)=O)([O-:17])=[O:16].[N-:31]=[N+]=[N-].[Na+]>C(OCC)(=O)C.C(Cl)(Cl)Cl>[N+:15]([C:18]1[C:19]([CH3:30])=[C:20]([CH:24]=[C:25]([N+:27]([O-:29])=[O:28])[CH:26]=1)[NH2:31])([O-:17])=[O:16] |f:0.1,4.5|. Reported procedure: Chloroform (38 ml.) was added carefully to a stirred mixture of oleum (16.9 ml.: 20% free sulphur trioxide) and concentrated sulphuric acid (3.8 ml.) followed by 3,5-dinitro-2-methylbenzoic acid (10.0 g.). The mixture was warmed to 45°C. and sodium azide (3.28 g.) was added in small portions over 20 minutes, the temperature of the reaction mixture being kept between 45° and 50°C. by means of intermittent cooling. After the addition was complete, the mixture was stirred and heated under reflux fo... Starting materials: ClC1=CC=C(C=C1)N1N=CC(=C1C)C(=O)Cl (1-(4-chlorophenyl)-5-methylpyrazole-4-carboxylic chloride), NC=1C=CC(=C(C#N)C1)N1CCC(CC1)N1CCC(CC1)O (5-amino-2-[4-(4-hydroxypiperidin-1-yl) piperidin-1-yl]benzonitrile). Product: ClC1=CC=C(C=C1)N1N=CC(=C1C)C(=O)NC1=CC(=C(C=C1)N1CCC(CC1)N1CCC(CC1)O)C#N (1-(4-Chlorophenyl)-N-{3-cyano-4-[4-(4-hydroxypiperidin-1-yl)piperidin-1-yl]phenyl}-5-methylpyrazole-4-carboxamide). Yield: 19.3%. Reaction SMILES: [Cl:1][C:2]1[CH:7]=[CH:6][C:5]([N:8]2[C:12]([CH3:13])=[C:11]([C:14](Cl)=[O:15])[CH:10]=[N:9]2)=[CH:4][CH:3]=1.[NH2:17][C:18]1[CH:19]=[CH:20][C:21]([N:26]2[CH2:31][CH2:30][CH:29]([N:32]3[CH2:37][CH2:36][CH:35]([OH:38])[CH2:34][CH2:33]3)[CH2:28][CH2:27]2)=[C:22]([CH:25]=1)[C:23]#[N:24]>>[Cl:1][C:2]1[CH:7]=[CH:6][C:5]([N:8]2[C:12]([CH3:13])=[C:11]([C:14]([NH:17][C:18]3[CH:19]=[CH:20][C:21]([N:26]4[CH2:31][CH2:30][CH:29]([N:32]5[CH2:33][CH2:34][CH:35]([OH:38])[CH2:36][CH2:37]5)[CH2:28][CH2:27]4)=[C:22]([C:23]#[N:24])[CH:25]=3)=[O:15])[CH:10]=[N:9]2)=[CH:4][CH:3]=1. Procedure: By the reaction and treatment in the same manner as in Example 150 using 1-(4-chlorophenyl)-5-methylpyrazole-4-carboxylic chloride (0.6 g) and 5-amino-2-[4-(4-hydroxypiperidin-1-yl) piperidin-1-yl]benzonitrile (0.6 g), the title compound (0.2 g) was obtained, melting point: 213° C. Starting materials: CCOC(=O)CC(=O)OCC, CCCCC(C)OS(C)(=O)=O, COCCOC, CN(C)C=O, [Cl-], [H-], [H][H], [NH4+], [Na+]. The product is CCCCC(C)C(C(=O)OCC)C(=O)OCC. Reaction SMILES: [C:3]([CH2:4][C:5](=[O:6])[O:7][CH2:8][CH3:9])(=[O:10])[O:11][CH2:12][CH3:13].[CH3:16][S:17]([O:18][CH:21]([CH2:22][CH2:23][CH2:24][CH3:25])[CH3:26])(=[O:19])=[O:20].[CH3:29][O:30][CH2:31][CH2:32][O:33][CH3:34].[CH3:35][N:36]([CH3:37])[CH:38]=[O:39].[Cl-:27].[H-:1].[H:14][H:15].[NH4+:28].[Na+:2]>>[C:3]([CH:4]([C:5](=[O:6])[O:7][CH2:8][CH3:9])[CH:21]([CH2:22][CH2:23][CH2:24][CH3:25])[CH3:26])(=[O:10])[O:11][CH2:12][CH3:13].